This data is from the Open Reaction Database (ORD), a public repository of structured organic reaction records. The task is: describe an organic reaction: reactants, conditions, products, and yield Starting materials: O=C1CCC(=O)N1Br, CC(=O)c1cc(C(C)(C)C)c2c(c1)C(C)(C)CO2, C1CCOC1, CC(C)[N-]C(C)C, C[Si](C)(C)Cl, [Li+]. The product is CC(C)(C)c1cc(C(=O)CBr)cc2c1OCC2(C)C. As a reaction SMILES: [Br:32][N:33]1[C:34](=[O:35])[CH2:36][CH2:37][C:38]1=[O:39].[C:1]([CH3:2])(=[O:3])[c:4]1[cH:5][c:6]2[c:7]([c:13]([C:15]([CH3:16])([CH3:17])[CH3:18])[cH:14]1)[O:8][CH2:9][C:10]2([CH3:11])[CH3:12].[CH2:40]1[O:41][CH2:42][CH2:43][CH2:44]1.[CH:19]([N-:20][CH:21]([CH3:22])[CH3:23])([CH3:24])[CH3:25].[Cl:27][Si:28]([CH3:29])([CH3:30])[CH3:31].[Li+:26]>>[C:1]([CH2:2][Br:32])(=[O:3])[c:4]1[cH:5][c:6]2[c:7]([c:13]([C:15]([CH3:16])([CH3:17])[CH3:18])[cH:14]1)[O:8][CH2:9][C:10]2([CH3:11])[CH3:12]. Reactants: [BH4-], NC1CCN(C(=O)c2cc(C(F)(F)F)cc(C(F)(F)F)c2)C(Cc2ccccc2)C1, Cc1ccccc1, CO, [Mg+2], [Na+], O=S(=O)([O-])[O-], O=Cc1ccnc2ccccc12. Yields the product O=C(c1cc(C(F)(F)F)cc(C(F)(F)F)c1)N1CCC(NCc2ccnc3ccccc23)CC1Cc1ccccc1. As a reaction SMILES: [BH4-:49].[CH2:1]([c:2]1[cH:3][cH:4][cH:5][cH:6][cH:7]1)[CH:8]1[N:9]([C:15]([c:16]2[cH:17][c:18]([C:26]([F:27])([F:28])[F:29])[cH:19][c:20]([C:22]([F:23])([F:24])[F:25])[cH:21]2)=[O:30])[CH2:10][CH2:11][CH:12]([NH2:14])[CH2:13]1.[CH3:51][c:52]1[cH:53][cH:54][cH:55][cH:56][cH:57]1.[CH3:58][OH:59].[Mg+2:43].[Na+:50].[O-:44][S:45](=[O:46])(=[O:47])[O-:48].[n:31]1[cH:32][cH:33][c:34]([CH:41]=[O:42])[c:35]2[cH:36][cH:37][cH:38][cH:39][c:40]12>>[CH2:1]([c:2]1[cH:3][cH:4][cH:5][cH:6][cH:7]1)[CH:8]1[N:9]([C:15]([c:16]2[cH:17][c:18]([C:26]([F:27])([F:28])[F:29])[cH:19][c:20]([C:22]([F:23])([F:24])[F:25])[cH:21]2)=[O:30])[CH2:10][CH2:11][CH:12]([NH:14][CH2:41][c:34]2[cH:33][cH:32][n:31][c:40]3[c:35]2[cH:36][cH:37][cH:38][cH:39]3)[CH2:13]1. The reactants are C(#N)C1=C(C=C(C=C1)CCCC(=O)OCC)OC(C)(C)C (Ethyl 4-(4-cyano-3-t-butoxyphenyl)butanoate), CCOCC.O (ether water). Run in C(Cl)(Cl)Cl (CHCl3), C(C)#N (acetonitrile), Cl (HCl). Run at time 80 minute. Product: C(#N)C1=C(C=C(C=C1)CCCC(=O)OCC)O (ethyl 4-(4-cyano-3-hydroxyphenyl)butanoate). The yield is 82.1%. As a reaction SMILES: [C:1]([C:3]1[CH:8]=[CH:7][C:6]([CH2:9][CH2:10][CH2:11][C:12]([O:14][CH2:15][CH3:16])=[O:13])=[CH:5][C:4]=1[O:17]C(C)(C)C)#[N:2].CCOCC.O>C(#N)C.Cl.C(Cl)(Cl)Cl>[C:1]([C:3]1[CH:8]=[CH:7][C:6]([CH2:9][CH2:10][CH2:11][C:12]([O:14][CH2:15][CH3:16])=[O:13])=[CH:5][C:4]=1[OH:17])#[N:2] |f:1.2|. Procedure details: Ethyl 4-(4-cyano-3-t-butoxyphenyl)butanoate (6.8 g, 23.5 mmol) was dissolved in a mixture of acetonitrile (42 mL) and conc. HCl (3.85 mL) and allowed to stand for 80 min. The reaction was poured into ether/water and the ether layer separated. The ether layer was washed with water and brine, and the combined aqueous washes were reextracted once with ether. The combined ether layers were dried over sodium sulfate and concentrated to give 5.1 g of an off white waxy solid. This material was loaded o... Reactants: [Br-], CCCC1(Br)Cc2c3c(c(C)c(C)c2C1=O)OC(C(=O)O)C3, CN(C)C=O, [Li+], O. Product: CCC=C1Cc2c3c(c(C)c(C)c2C1=O)OC(C(=O)O)C3. RXN SMILES: [Br-:24].[CH3:1][c:2]1[c:3]([CH3:22])[c:4]2[c:8]([c:9]3[c:10]1[O:11][CH:12]([C:14](=[O:15])[OH:16])[CH2:13]3)[CH2:7][C:6]([CH2:17][CH2:18][CH3:19])([Br:20])[C:5]2=[O:21].[CH3:26][N:27]([CH3:28])[CH:29]=[O:30].[Li+:23].[OH2:25]>>[CH3:1][c:2]1[c:3]([CH3:22])[c:4]2[c:8]([c:9]3[c:10]1[O:11][CH:12]([C:14](=[O:15])[OH:16])[CH2:13]3)[CH2:7][C:6](=[CH:17][CH2:18][CH3:19])[C:5]2=[O:21]. Reactants: acid chloride, C(C(=O)Cl)(=O)Cl (oxalyl chloride), Cl.NC(C#CC)(C)C (4-amino-4-methylpent-2-yne hydrochloride), ClC=1C=C(OC(C(=O)O)COC)C=C(C1)Cl (2-(3,5-dichlorophenoxy)-3-methoxypropionic acid), ClC=1C=C(C=C(C1)Cl)C(C(=O)Cl)COC (2-(3,5-dichlorophenyl)-3-methoxypropionic acid chloride), Cl (hydrochloric acid). The solvent is ClCCl (dichloromethane), C(C)(=O)OCC (ethyl acetate), C(C)N(CC)CC (triethylamine), CCCCCC (hexane), O (water), ClCCl (dichloromethane). Yields the product ClC=1C=C(OC(C(=O)NC(C#CC)(C)C)COC)C=C(C1)Cl (2-(3,5-dichlorophenoxy)-3-methoxy-N-(4-methylpent-2-yn-4-yl)propionamide). As a reaction SMILES: [Cl:1][C:2]1[CH:3]=[C:4]([CH:13]=[C:14]([Cl:16])[CH:15]=1)[O:5][CH:6]([CH2:10][O:11][CH3:12])[C:7]([OH:9])=O.C(Cl)(=O)C(Cl)=O.ClC1C=C(C(COC)C(Cl)=O)C=C(Cl)C=1.Cl.[NH2:39][C:40]([CH3:45])([CH3:44])[C:41]#[C:42][CH3:43].Cl>ClCCl.O.C(OCC)(=O)C.CCCCCC.C(N(CC)CC)C>[Cl:16][C:14]1[CH:13]=[C:4]([CH:3]=[C:2]([Cl:1])[CH:15]=1)[O:5][CH:6]([CH2:10][O:11][CH3:12])[C:7]([NH:39][C:40]([CH3:45])([CH3:44])[C:41]#[C:42][CH3:43])=[O:9] |f:3.4|. Reported procedure: The product from Stage 3 (0.44 g) was dissolved in dry dichloromethane (10 ml) with stirring and oxalyl chloride (0.212 g) was added. When no further gas was evolved the mixture was evaporated under reduced pressure to give a pale yellow oil which contained 2-(3,5-dichlorophenyl)-3-methoxypropionic acid chloride. The acid chloride was dissolved in dry dichloromethane (5 ml) and 4-amino-4-methylpent-2-yne hydrochloride (prepared as described below; 0.222 g) was added. The suspension was stirred a...